Dataset: the Open Reaction Database (ORD), a public repository of structured organic reaction records. Task: describe an organic reaction: reactants, conditions, products, and yield The reactants are NCCCNC1=NC=CC=C1C (2-(3-aminopropylamino)-3-methylpyridine), CI (Methyl iodide), O (water), C1(=CC=CC=C1)N(C1=NC=CC=C1)CCCN1C(C=2C(C1=O)=CC=CC2)=O (N-[3-(N-phenyl-N-pyrid-2-ylamino)propyl]phthalimide). Solvent: CS(=O)C (DMSO), CS(=O)C (DMSO), CS(=O)C (DMSO). Reaction conditions: time 1 hour. The product is NCCCN(C)C1=NC=CC=C1C (2-[N-(3-aminopropyl)-N-methylamino]-3-methylpyridine). Isolated yield 801.1%. RXN SMILES: [C:1]1([N:7]([CH2:14][CH2:15][CH2:16][N:17]2C(=O)C3=CC=CC=C3C2=O)[C:8]2[CH:13]=[CH:12][CH:11]=[CH:10][N:9]=2)C=CC=CC=1.N[CH2:29]CCNC1C(C)=CC=CN=1.CI.O>CS(C)=O>[NH2:17][CH2:16][CH2:15][CH2:14][N:7]([C:8]1[C:13]([CH3:29])=[CH:12][CH:11]=[CH:10][N:9]=1)[CH3:1]. Procedure details: A mixture of 3-methyl-2-bromopyridine (15 g), 1,3-diaminopropane (37.3 g) and pyridine (10 ml) was heated under reflux for 3 hr. After stripping, the residue was treated with 2N sodium hydroxide and the product extracted into chloroform. The extract was dried, stripped and the residue distilled at reduced pressure to give 2-(3-aminopropylamino)-3-methylpyridine (6.94 g) bp 100° C., 0.09 mm Hg. (ii) Sodium hydride (1.11 g) was dissolved in DMSO (20 ml) at 70°-75° C. The solution was cooled and 2-... The reactants are CC(=O)O[BH-](OC(C)=O)OC(C)=O, CCc1nc2ccccc2n1-c1nc(N2CCOCC2)c2nc(C=O)n(C)c2n1, CN(C)C(=O)C1CCNC1, [Na+]. Yields the product CCc1nc2ccccc2n1-c1nc(N2CCOCC2)c2nc(CN3CCC(C(=O)N(C)C)C3)n(C)c2n1. RXN SMILES: [C:40]([O:41][BH-:42]([O:43][C:44](=[O:45])[CH3:46])[O:47][C:48](=[O:49])[CH3:50])(=[O:51])[CH3:52].[CH2:1]([CH3:2])[c:3]1[n:4][c:5]2[c:6]([n:7]1-[c:8]1[n:9][c:10]([N:20]3[CH2:21][CH2:22][O:23][CH2:24][CH2:25]3)[c:11]3[n:12][c:13]([CH:18]=[O:19])[n:14]([CH3:17])[c:15]3[n:16]1)[cH:26][cH:27][cH:28][cH:29]2.[CH3:30][N:31]([C:32](=[O:33])[CH:34]1[CH2:35][NH:36][CH2:37][CH2:38]1)[CH3:39].[Na+:53]>>[CH2:1]([CH3:2])[c:3]1[n:4][c:5]2[c:6]([n:7]1-[c:8]1[n:9][c:10]([N:20]3[CH2:21][CH2:22][O:23][CH2:24][CH2:25]3)[c:11]3[n:12][c:13]([CH2:18][N:36]4[CH2:35][CH:34]([C:32]([N:31]([CH3:30])[CH3:39])=[O:33])[CH2:38][CH2:37]4)[n:14]([CH3:17])[c:15]3[n:16]1)[cH:26][cH:27][cH:28][cH:29]2.